This data is from the Open Reaction Database (ORD), a public repository of structured organic reaction records. The task is: describe an organic reaction: reactants, conditions, products, and yield Reactants: CN(C)C=O (DMF), C(C(=O)Cl)(=O)Cl (oxalyl chloride), C1(CCCCC1)NC1=CC=CC=C1 (N-cyclohexylaniline), ClC1=CC(=C(C=C1)NC(COCC(=O)O)=O)C(=O)OC ((2-([4-chloro-2-(methoxycarbonyl)phenyl]amino)-2-oxoethoxy)acetic acid), C([O-])(O)=O.[Na+] (sodium bicarbonate). Run in C1CCOC1 (THF), CC(=O)N(C)C (DMA). Run at time 30 minute. The product is ClC=1C=CC(=C(C(=O)O)C1)NC(COCC(=O)N(C1=CC=CC=C1)C1CCCCC1)=O (5-chloro-2-[((2-[cyclohexyl(phenyl)amino]-2-oxoethoxy)acetyl)amino]benzoic acid). Isolated yield 99.5%. As a reaction SMILES: [Cl:1][C:2]1[CH:7]=[CH:6][C:5]([NH:8][C:9](=[O:16])[CH2:10][O:11][CH2:12][C:13]([OH:15])=O)=[C:4]([C:17]([O:19]C)=[O:18])[CH:3]=1.CN(C=O)C.C(Cl)(=O)C(Cl)=O.[CH:32]1([NH:38][C:39]2[CH:44]=[CH:43][CH:42]=[CH:41][CH:40]=2)[CH2:37][CH2:36][CH2:35][CH2:34][CH2:33]1.C(=O)(O)[O-].[Na+]>CC(N(C)C)=O.C1COCC1>[Cl:1][C:2]1[CH:7]=[CH:6][C:5]([NH:8][C:9](=[O:16])[CH2:10][O:11][CH2:12][C:13]([N:38]([CH:39]2[CH2:44][CH2:43][CH2:42][CH2:41][CH2:40]2)[C:32]2[CH:37]=[CH:36][CH:35]=[CH:34][CH:33]=2)=[O:15])=[C:4]([CH:3]=1)[C:17]([OH:19])=[O:18] |f:4.5|. Procedure: 1.21 g (4.0 mmol) of (2-([4-chloro-2-(methoxycarbonyl)phenyl]amino)-2-oxoethoxy)acetic acid obtained in Example 1-(i), 32 mg (0.44 mmol) of DMF, and 0.41 mL (4.8 mmol) of oxalyl chloride were added to 12 mL of THF, and stirring was conducted at 0° C. for 30 minutes. After completion of the reaction, the solvent was distilled off under reduced pressure and dried. 0.84 g (4.8 mmol) of N-cyclohexylaniline and 8.4 mL of DMA were added to this residue and stirred at room temperature overnight. After ... The reactants are C(C)(C)(C)N1N=CC(=C(C1=O)Cl)S (2-tert.-butyl-4-chloro-5-mercapto-3(2H)-pyridazinone), FC(C1=CC=C(OC2=CC=C(CBr)C=C2)C=C1)(F)F (4-(4'-trifluoromethylphenoxy) benzyl bromide), O (water), C([O-])([O-])=O.[Na+].[Na+] (sodium carbonate). Run in CN(C=O)C (N,N-dimethylformamide). Product: C(C)(C)(C)N1N=CC(=C(C1=O)Cl)SCC1=CC=C(C=C1)OC1=CC=C(C=C1)C(F)(F)F (2-tert.-butyl-4-chloro-5-[4'-(4"-trifluoromethyl-phenoxy)benzylthio]-3(2H)-pyridazinone). Yield: 85.5%. Reaction SMILES: [C:1]([N:5]1[C:10](=[O:11])[C:9]([Cl:12])=[C:8]([SH:13])[CH:7]=[N:6]1)([CH3:4])([CH3:3])[CH3:2].[F:14][C:15]([F:32])([F:31])[C:16]1[CH:30]=[CH:29][C:19]([O:20][C:21]2[CH:28]=[CH:27][C:24]([CH2:25]Br)=[CH:23][CH:22]=2)=[CH:18][CH:17]=1.C(=O)([O-])[O-].[Na+].[Na+].O>CN(C)C=O>[C:1]([N:5]1[C:10](=[O:11])[C:9]([Cl:12])=[C:8]([S:13][CH2:25][C:24]2[CH:23]=[CH:22][C:21]([O:20][C:19]3[CH:29]=[CH:30][C:16]([C:15]([F:14])([F:31])[F:32])=[CH:17][CH:18]=3)=[CH:28][CH:27]=2)[CH:7]=[N:6]1)([CH3:4])([CH3:2])[CH3:3] |f:2.3.4|. Reported procedure: In 30 ml of N,N-dimethylformamide were dissolved 2.2 g (0.01 mol) of 2-tert.-butyl-4-chloro-5-mercapto-3(2H)-pyridazinone and 3.5 g (0.0105 mol) of 4-(4'-trifluoromethylphenoxy) benzyl bromide, and thereto was added 2.1 g (0.02 mol) of anhydrous sodium carbonate to effect reaction at 85° to 90° C. for 4 hours. After the reaction, the reaction liquid was allowed to cool, poured into water and then extracted with benzene. The benzene layer was washed with 5% aqueous solution of sodium hydroxide an... The reactants are BrC1=C(N=C(O1)C1=CC=C(C=C1)OCCCCl)CN1CCCCC1 (1-[(5-bromo-2-[4-(3-chloropropoxy)phenyl]-1,3-oxazol-4-yl)methyl]piperidine), [I-].[Na+] (sodium iodide), Cl (hydrochloric acid), CC1NCCC1 (2-Methylpyrrolidine). Solvent: C(C)#N (acetonitrile). Conditions: temperature 90 celsius, time 24 hour. Yields the product BrC1=C(N=C(O1)C1=CC=C(C=C1)OCCCN1C(CCC1)C)CN1CCCCC1 (1-[(5-bromo-2-{4-[3-(2-methylpyrrolidin-1-yl)propoxy]phenyl}-1,3-oxazol-4-yl)methyl]piperidine). The yield is 20.0%. Reaction SMILES: [Br:1][C:2]1[O:6][C:5]([C:7]2[CH:12]=[CH:11][C:10]([O:13][CH2:14][CH2:15][CH2:16]Cl)=[CH:9][CH:8]=2)=[N:4][C:3]=1[CH2:18][N:19]1[CH2:24][CH2:23][CH2:22][CH2:21][CH2:20]1.[I-].[Na+].[CH3:27][CH:28]1[CH2:32][CH2:31][CH2:30][NH:29]1.Cl>C(#N)C>[Br:1][C:2]1[O:6][C:5]([C:7]2[CH:12]=[CH:11][C:10]([O:13][CH2:14][CH2:15][CH2:16][N:29]3[CH2:30][CH2:31][CH2:32][CH:28]3[CH3:27])=[CH:9][CH:8]=2)=[N:4][C:3]=1[CH2:18][N:19]1[CH2:24][CH2:23][CH2:22][CH2:21][CH2:20]1 |f:1.2|. Procedure details: A solution of 1-[(5-bromo-2-[4-(3-chloropropoxy)phenyl]-1,3-oxazol-4-yl)methyl]piperidine i90 (0.39 g, 0.94 mmol, 1 eq) and 2-metlhylpyrrolidine (192 μl, 1.89 mmol, 2 eq) in acetonitrile (6 ml) is treated with sodium iodide (14 mg, 0.09 mmol, 0.1 eq) and stirred for 24 h at 90° C. 2-Methylpyrrolidine (100 μl, 1 mmol) is then added and the mixture is stirred for a further 24 h at 90° C. The mixture is then poured into 0.1 N hydrochloric acid (10 ml) and extracted with diethyl ether (10 ml). The a... Reactants: NCCN, ClCCl, Cc1ccc(Cl)c(OCC#N)c1, Clc1ccccc1Cl, Cc1ccc(S(=O)(=O)O)cc1. Yields the product Cc1ccc(Cl)c(OCC2=NCCN2)c1. Reaction SMILES: [CH2:24]([CH2:25][NH2:26])[NH2:27].[CH2:36]([Cl:37])[Cl:38].[Cl:1][c:2]1[c:3]([O:9][CH2:10][C:11]#[N:12])[cH:4][c:5]([CH3:8])[cH:6][cH:7]1.[Cl:28][c:29]1[c:30]([Cl:31])[cH:32][cH:33][cH:34][cH:35]1.[c:13]1([CH3:14])[cH:15][cH:16][c:17]([S:18]([OH:19])(=[O:20])=[O:21])[cH:22][cH:23]1>>[Cl:1][c:2]1[c:3]([O:9][CH2:10][C:11]2=[N:12][CH2:24][CH2:25][NH:26]2)[cH:4][c:5]([CH3:8])[cH:6][cH:7]1. The reactants are Cl(=O)(=O)(=O)[O-].[Li+] (lithium perchlorate), O1CC1(C)C (1,2-epoxy-2-methylpropane), O (Water), BrC1=C(N)C=CC=C1C (2-bromo-3-methylaniline). The solvent is C(C)OCC (diethyl ether). Reaction conditions: time 8 hour. Yields the product BrC1=C(C=CC=C1C)NCC(C)(O)C (1-(2-bromo-3-methylphenylamino)-2-methylpropan-2-ol). RXN SMILES: Cl([O-])(=O)(=O)=O.[Li+].[O:7]1[C:9]([CH3:11])([CH3:10])[CH2:8]1.[Br:12][C:13]1[C:19]([CH3:20])=[CH:18][CH:17]=[CH:16][C:14]=1[NH2:15].O>C(OCC)C>[Br:12][C:13]1[C:19]([CH3:20])=[CH:18][CH:17]=[CH:16][C:14]=1[NH:15][CH2:8][C:9]([CH3:11])([OH:7])[CH3:10] |f:0.1|. Procedure: To a solution of lithium perchlorate (2.13 g, 20 mmol) in diethyl ether (4 mL) was added 1,2-epoxy-2-methylpropane (0.195 mL, 2.2 mmol), followed by 2-bromo-3-methylaniline (0.250 mL, 2 mmol) under an atmosphere of nitrogen gas. The reaction mixture was stirred overnight at RT. Water was added dropwise, and the product was extracted from the reaction mixture with DCM. The organic phase was dried over MgSO4. The solvent was removed under reduced pressure and the remaining residue was purified by ...